Dataset: the Open Reaction Database (ORD), a public repository of structured organic reaction records. Task: describe an organic reaction: reactants, conditions, products, and yield Solvent: C(Cl)(Cl)Cl (chloroform). Yields the product ClC1=NC(=CC(=C1)[N+](=O)[O-])C (2-Chloro-4-nitro-6-methyl-pyridine). RXN SMILES: [Cl:1][C:2]1[CH:7]=[C:6]([N+:8]([O-:10])=[O:9])[CH:5]=[C:4]([CH3:11])[N+:3]=1[O-].P(Cl)(Cl)Cl.C(=O)([O-])[O-].[K+].[K+]>C(Cl)(Cl)Cl>[Cl:1][C:2]1[CH:7]=[C:6]([N+:8]([O-:10])=[O:9])[CH:5]=[C:4]([CH3:11])[N:3]=1 |f:2.3.4|. Reactants: P(Cl)(Cl)Cl (phosphorus trichloride), ClC1=[N+](C(=CC(=C1)[N+](=O)[O-])C)[O-] (2-Chloro-4-nitro-6-methyl-pyridine 1-oxide), C([O-])([O-])=O.[K+].[K+] (potassium carbonate). Reported procedure: 2-Chloro-4-nitro-6-methyl-pyridine 1-oxide (6.2 g, 0.033 mol) was dissolved in chloroform (100 ml), phosphorus trichloride was added (22.6 g, 0.165 mol) and the mixture was heated under reflux for 2 days. The mixture was cooled to room temperature, poured into icewater and the mixture was neutralized with solid potassium carbonate. The phases were separated, the aqueous phase was extracted three times with chloroform, the combined organic phases were dried over magnesium sulfate. The solvent was... The reactants are C1CCOC1, Cc1cnccc1-n1ncc2c(Cl)ncnc21, CCOCC(O)C(=O)Nc1ccc(Cl)cn1, [H-], [Na+], O=C(O)CC(O)(CC(=O)O)C(=O)O. The product is CCOCC(Oc1ncnc2c1cnn2-c1ccncc1C)C(=O)Nc1ccc(Cl)cn1. As a reaction SMILES: [CH2:49]1[O:50][CH2:51][CH2:52][CH2:53]1.[Cl:19][c:20]1[c:21]2[c:22]([n:23][cH:24][n:25]1)[n:26](-[c:29]1[c:30]([CH3:35])[cH:31][n:32][cH:33][cH:34]1)[n:27][cH:28]2.[Cl:3][c:4]1[cH:5][cH:6][c:7]([NH:10][C:11]([CH:12]([CH2:13][O:14][CH2:15][CH3:16])[OH:17])=[O:18])[n:8][cH:9]1.[H-:1].[Na+:2].[OH:36][C:37]([CH2:38][C:39]([C:40](=[O:41])[OH:42])([CH2:43][C:44](=[O:45])[OH:46])[OH:47])=[O:48]>>[Cl:3][c:4]1[cH:5][cH:6][c:7]([NH:10][C:11]([CH:12]([CH2:13][O:14][CH2:15][CH3:16])[O:17][c:20]2[c:21]3[c:22]([n:23][cH:24][n:25]2)[n:26](-[c:29]2[c:30]([CH3:35])[cH:31][n:32][cH:33][cH:34]2)[n:27][cH:28]3)=[O:18])[n:8][cH:9]1. The reactants are [Cl-].[NH4+] (ammonium chloride), FC1=CC=C(C=C1)Br (4-Fluorobromobenzene), FC1=CC=C(C=O)C=C1 (4-fluorobenzaldehyde), C(CCC)[Li] (n-butyllithium). Run in O1CCCC1 (tetrahydrofuran). Product: FC1=CC=C(C=C1)C(O)C1=CC=C(C=C1)F (bis(4-fluorophenyl)methanol). The yield is 37.6%. RXN SMILES: [F:1][C:2]1[CH:7]=[CH:6][C:5](Br)=[CH:4][CH:3]=1.C([Li])CCC.[F:14][C:15]1[CH:22]=[CH:21][C:18]([CH:19]=[O:20])=[CH:17][CH:16]=1.[Cl-].[NH4+]>O1CCCC1>[F:1][C:2]1[CH:7]=[CH:6][C:5]([CH:19]([C:18]2[CH:21]=[CH:22][C:15]([F:14])=[CH:16][CH:17]=2)[OH:20])=[CH:4][CH:3]=1 |f:3.4|. Procedure details: 4-Fluorobromobenzene (19.26 g) in tetrahydrofuran (280 ml) was cooled to −78° C. and n-butyllithium (2.66 M n-hexane solution; 42 ml) was added thereto dropwise over 10 minutes or more while agitating. The reaction mixture was agitated for 1 hour while keeping the temperature. Then, 4-fluorobenzaldehyde (12.42 g) was added thereto dropwise over 10 minutes or more while agitating. The reaction mixture was agitated for 2 hours while keeping the temperature. Subsequently, a saturated aqueous soluti...